From a dataset of the Open Reaction Database (ORD), a public repository of structured organic reaction records. describe an organic reaction: reactants, conditions, products, and yield Reactants: C1CCOC1, C[Si](C)(C)[N-][Si](C)(C)C, COc1ccc(CN(Cc2ccc(OC)cc2)c2nc(C)nc(-c3cc(CN4CCN(S(C)(=O)=O)CC4)cnc3F)n2)cc1, [Li+], CC(=O)Nc1ccc(N)cc1. The product is COc1ccc(CN(Cc2ccc(OC)cc2)c2nc(C)nc(-c3cc(CN4CCN(S(C)(=O)=O)CC4)cnc3Nc3ccc(NC(C)=O)cc3)n2)cc1. As a reaction SMILES: [CH2:66]1[O:67][CH2:68][CH2:69][CH2:70]1.[CH3:12][Si:13]([N-:14][Si:15]([CH3:16])([CH3:17])[CH3:18])([CH3:19])[CH3:20].[F:22][c:23]1[n:24][cH:25][c:26]([CH2:55][N:56]2[CH2:57][CH2:58][N:59]([S:62](=[O:63])(=[O:64])[CH3:65])[CH2:60][CH2:61]2)[cH:27][c:28]1-[c:29]1[n:30][c:31]([N:36]([CH2:37][c:38]2[cH:39][cH:40][c:41]([O:44][CH3:45])[cH:42][cH:43]2)[CH2:46][c:47]2[cH:48][cH:49][c:50]([O:53][CH3:54])[cH:51][cH:52]2)[n:32][c:33]([CH3:35])[n:34]1.[Li+:21].[NH2:1][c:2]1[cH:3][cH:4][c:5]([NH:6][C:7]([CH3:8])=[O:9])[cH:10][cH:11]1>>[NH:1]([c:2]1[cH:3][cH:4][c:5]([NH:6][C:7]([CH3:8])=[O:9])[cH:10][cH:11]1)[c:23]1[n:24][cH:25][c:26]([CH2:55][N:56]2[CH2:57][CH2:58][N:59]([S:62](=[O:63])(=[O:64])[CH3:65])[CH2:60][CH2:61]2)[cH:27][c:28]1-[c:29]1[n:30][c:31]([N:36]([CH2:37][c:38]2[cH:39][cH:40][c:41]([O:44][CH3:45])[cH:42][cH:43]2)[CH2:46][c:47]2[cH:48][cH:49][c:50]([O:53][CH3:54])[cH:51][cH:52]2)[n:32][c:33]([CH3:35])[n:34]1. The reactants are resultant mixture, C(CCC)[B-](C1=CC=CC=C1)(C1=CC=CC=C1)C1=CC=CC=C1.[Li+] (lithium butyltriphenylborate), [Cl-].C[S+](CC(=O)C1=CC=CC=C1)C (dimethylphenacylsulfonium chloride). Run in O (water), O (water). The product is C[S+](CC1=CC=CC=C1)C.C(CCC)[B-](C1=CC=CC=C1)(C1=CC=CC=C1)C1=CC=CC=C1 (dimethylbenzylsulfonium butyltriphenylborate). Yield: 181.8%. Reaction SMILES: [CH2:1]([B-:5]([C:18]1[CH:23]=[CH:22][CH:21]=[CH:20][CH:19]=1)([C:12]1[CH:17]=[CH:16][CH:15]=[CH:14][CH:13]=1)[C:6]1[CH:11]=[CH:10][CH:9]=[CH:8][CH:7]=1)[CH2:2][CH2:3][CH3:4].[Li+].[Cl-].[CH3:26][S+:27]([CH3:37])[CH2:28]C(C1C=CC=CC=1)=O>O>[CH3:26][S+:27]([CH3:37])[CH2:28][C:18]1[CH:19]=[CH:20][CH:21]=[CH:22][CH:23]=1.[CH2:1]([B-:5]([C:18]1[CH:23]=[CH:22][CH:21]=[CH:20][CH:19]=1)([C:6]1[CH:7]=[CH:8][CH:9]=[CH:10][CH:11]=1)[C:12]1[CH:17]=[CH:16][CH:15]=[CH:14][CH:13]=1)[CH2:2][CH2:3][CH3:4] |f:0.1,2.3,5.6|. Reported procedure: An aqueous solution of 10.11 g of lithium butyltriphenylborate in 100 ml of water was added to an aqueous solution of 6.24 g of dimethylphenacylsulfonium chloride in 150 ml of water, and the resultant mixture was stirred at room temperature for 30 minutes. The reaction mixture was filtered, and the resultant crystal was washed with water and dried to give 13.58 g of dimethylbenzylsulfonium-butyltriphenylborate as a white crystal.